Task: describe an organic reaction: reactants, conditions, products, and yield. Dataset: the Open Reaction Database (ORD), a public repository of structured organic reaction records The product is O([Si](C1=CC=CC=C1)(C1=CC=CC=C1)C(C)(C)C)CC(CCCC1(C)OCCO1)C (1-t-butyldiphenylsiloxy-6,6-ethylenedioxy-2-methyl-heptane). Reactants: N1C=NC=C1 (Imidazole), C1OC(CCCC(CO)C)(C)OC1 (6,6-ethylenedioxy-2-methyl-heptanol), [Si](C1=CC=CC=C1)(C1=CC=CC=C1)(C(C)(C)C)Cl (t-butyldiphenylsilyl chloride). The solvent is CN(C=O)C (dimethylformamide), CN(C=O)C (dimethylformamide). Reaction SMILES: N1C=CN=C1.[CH2:6]1[CH2:18][O:17][C:8]([CH3:16])([CH2:9][CH2:10][CH2:11][CH:12]([CH3:15])[CH2:13][OH:14])[O:7]1.[Si:19](Cl)([C:32]([CH3:35])([CH3:34])[CH3:33])([C:26]1[CH:31]=[CH:30][CH:29]=[CH:28][CH:27]=1)[C:20]1[CH:25]=[CH:24][CH:23]=[CH:22][CH:21]=1>CN(C)C=O>[O:14]([CH2:13][CH:12]([CH3:15])[CH2:11][CH2:10][CH2:9][C:8]1([O:7][CH2:6][CH2:18][O:17]1)[CH3:16])[Si:19]([C:32]([CH3:35])([CH3:34])[CH3:33])([C:26]1[CH:27]=[CH:28][CH:29]=[CH:30][CH:31]=1)[C:20]1[CH:25]=[CH:24][CH:23]=[CH:22][CH:21]=1. The yield is 99.7%. Run at time 3 hour. Procedure: Imidazole (26.5 g) is added to a solution of 6,6-ethylenedioxy-2-methyl-heptanol (33.35 g) in dimethylformamide (50 ml). A solution of t-butyldiphenylsilyl chloride (52.2 g) in dimethylformamide (200 ml) is added dropwise to the reaction mixture and allowed to stir for 3 hours at room temperature. The reaction mixture is extracted with hexane (3×300 ml) and the combined extract is washed with brine and dried (Na2SO4). The solvent is removed in vacuo to give 1-t-butyldiphenylsiloxy-6,6-ethylenedi... The reactants are COC=1C=C(C=CC1OC)C1=NN(C([C@H]2CC=CC[C@@H]12)=O)CCCCCCBr ((cis)-4-(3,4-Dimethoxyphenyl)-2-(6-bromo-1-hexyl)-4a,5,8,8a-tetrahydro-2H-phthalazin-1-one), C1(C=2C(C(N1)=O)=CC=CC2)=O (phthalimide), C([O-])([O-])=O.[K+].[K+] (potassium carbonate), CN(C)C=O (DMF). Solvent: O (water). Yields the product COC=1C=C(C=CC1OC)C1=NN(C([C@H]2CC=CC[C@@H]12)=O)CCCCCCNC(C=1C(C(=O)N)=CC=CC1)=O ((cis)-N-[6-(4-(3,4-Dimethoxyphenyl)-1-oxo-4a,5,8,8a-tetrahydrophthalazin-2-yl)hexyl]-phthalamide). As a reaction SMILES: [CH3:1][O:2][C:3]1[CH:4]=[C:5]([C:11]2[C@H:20]3[C@H:15]([CH2:16][CH:17]=[CH:18][CH2:19]3)[C:14](=[O:21])[N:13]([CH2:22][CH2:23][CH2:24][CH2:25][CH2:26][CH2:27]Br)[N:12]=2)[CH:6]=[CH:7][C:8]=1[O:9][CH3:10].[C:29]1(=[O:39])[NH:33][C:32](=[O:34])[C:31]2=[CH:35][CH:36]=[CH:37][CH:38]=[C:30]12.C(=O)([O-])[O-].[K+].[K+].C[N:47](C=O)C>O>[CH3:1][O:2][C:3]1[CH:4]=[C:5]([C:11]2[C@H:20]3[C@H:15]([CH2:16][CH:17]=[CH:18][CH2:19]3)[C:14](=[O:21])[N:13]([CH2:22][CH2:23][CH2:24][CH2:25][CH2:26][CH2:27][NH:33][C:29](=[O:39])[C:30]3[C:31](=[CH:35][CH:36]=[CH:37][CH:38]=3)[C:32]([NH2:47])=[O:34])[N:12]=2)[CH:6]=[CH:7][C:8]=1[O:9][CH3:10] |f:2.3.4|. Procedure: A mixture of 10 g of compound 117, 10 g of phthalimide and 10 g of potassium carbonate was heated for 5 h at 100° C. in DMF. The mixture was diluted with water and extracted with ethyl acetate. The organic layer was dried over magnesium sulfate and evaporated. The residue was purified by chromatography (dichloromethane) and crystallized from ethyl acetate/ether. M.p. 104°-105° C. Reactants: [Cl-].[Li+] (Lithium chloride), C1(=CC=C(C=C1)S(=O)(=O)OCCC(C(C(=O)NNC(=O)OC(C)(C)C)C1=CC=C(C=C1)F)C)C (5-(N′-tert-butoxycarbonylhydrazino)-4-(4-fluorophenyl)-3-methyl-5-oxo-1-pentyl toluene-4-sulfonate), O (Water), C(C)(=O)OCC (ethyl acetate). Run in CN(C)C=O (DMF). Reaction conditions: temperature 80 celsius, time 3 hour. Product: ClC(CC(C(C(=O)NNC(=O)OC(C)(C)C)C1=CC=C(C=C1)F)C)O (tert-butyl N′-[5-chloro-2-(4-fluorophenyl)-5-hydroxy-3-methylpentanoyl]hydrazinecarboxylate). Yield: 68.0%. As a reaction SMILES: [Cl-:1].[Li+].C1(C)C=CC(S([O:12][CH2:13][CH2:14][CH:15]([CH3:35])[CH:16]([C:28]2[CH:33]=[CH:32][C:31]([F:34])=[CH:30][CH:29]=2)[C:17]([NH:19][NH:20][C:21]([O:23][C:24]([CH3:27])([CH3:26])[CH3:25])=[O:22])=[O:18])(=O)=O)=CC=1.O.C(OCC)(=O)C>CN(C=O)C>[Cl:1][CH:13]([OH:12])[CH2:14][CH:15]([CH3:35])[CH:16]([C:28]1[CH:33]=[CH:32][C:31]([F:34])=[CH:30][CH:29]=1)[C:17]([NH:19][NH:20][C:21]([O:23][C:24]([CH3:27])([CH3:26])[CH3:25])=[O:22])=[O:18] |f:0.1|. Reported procedure: Lithium chloride (283 mg) was added to a solution of 5-(N′-tert-butoxycarbonylhydrazino)-4-(4-fluorophenyl)-3-methyl-5-oxo-1-pentyl toluene-4-sulfonate (330 mg) in DMF (5 mL). The reaction solution was stirred at 80° C. for three hours and then left to cool to room temperature. Water and ethyl acetate were added to the reaction solution, and the organic layer was separated. The resulting organic layer was washed with brine, and then dried over anhydrous magnesium sulfate and concentrated under r... Procedure details: A mixture of 12.1 parts of dimethyl (tetrahydro-3,3-diphenyl-2-furylidene) ammonium bromide, 8.8 parts of 4-(p-bromophenyl)-4-piperidinol hydrochloride, 10.6 parts of sodium carbonate, 0.5 parts of potassium iodide and 200 parts of 4-methyl-2-pentanone is stirred and refluxed for 14 hours with water separator. The reaction mixture is cooled and water (200 parts) is added. The organic layer is separated, washed with diluted sodium hydroxide solution, dried, filtered, and while stirring the filtra... Product: O.BrC1=CC=C(C=C1)C1(CCN(CC1)CCC(C(=O)N(C)C)(C1=CC=CC=C1)C1=CC=CC=C1)O (4-(p-bromophenyl)-4-hydroxy-N,N-dimethyl-α,α-diphenylpiperidine-1-butyramide hydrate). The reactants are 12.1, [Br-].C[N+](=C1OCCC1(C1=CC=CC=C1)C1=CC=CC=C1)C (dimethyl (tetrahydro-3,3-diphenyl-2-furylidene) ammonium bromide), Cl.BrC1=CC=C(C=C1)C1(CCNCC1)O (4-(p-bromophenyl)-4-piperidinol hydrochloride), C([O-])([O-])=O.[Na+].[Na+] (sodium carbonate), [I-].[K+] (potassium iodide). Reaction SMILES: [Br-].[CH3:2][N+:3]([CH3:21])=[C:4]1[C:8]([C:15]2[CH:20]=[CH:19][CH:18]=[CH:17][CH:16]=2)([C:9]2[CH:14]=[CH:13][CH:12]=[CH:11][CH:10]=2)[CH2:7][CH2:6][O:5]1.Cl.[Br:23][C:24]1[CH:29]=[CH:28][C:27]([C:30]2([OH:36])[CH2:35][CH2:34][NH:33][CH2:32][CH2:31]2)=[CH:26][CH:25]=1.C(=O)([O-])[O-].[Na+].[Na+].[I-].[K+]>O.CC(C)CC(=O)C>[OH2:5].[Br:23][C:24]1[CH:29]=[CH:28][C:27]([C:30]2([OH:36])[CH2:31][CH2:32][N:33]([CH2:6][CH2:7][C:8]([C:9]3[CH:14]=[CH:13][CH:12]=[CH:11][CH:10]=3)([C:15]3[CH:20]=[CH:19][CH:18]=[CH:17][CH:16]=3)[C:4]([N:3]([CH3:21])[CH3:2])=[O:5])[CH2:34][CH2:35]2)=[CH:26][CH:25]=1 |f:0.1,2.3,4.5.6,7.8,11.12|. Solvent: CC(CC(C)=O)C (4-methyl-2-pentanone), O (water), O (water).